Dataset: the Open Reaction Database (ORD), a public repository of structured organic reaction records. Task: describe an organic reaction: reactants, conditions, products, and yield Reactants: [BH4-].[Li+] (lithium borohydride), COC(=O)C1N(CC(C1)O)C(CCCCCNC(=O)OCC1=CC=CC=C1)=O (1-(6-Benzyloxycarbonylamino-hexanoyl)-4-hydroxy-pyrrolidine-2-carboxylic acid methyl ester). The solvent is O1CCCC1 (tetrahydrofuran), C1CCOC1 (THF), CO.C(Cl)(Cl)Cl (MeOH CHCl3). Reaction conditions: temperature 0 celsius, time 4 hour. Product: C(C1=CC=CC=C1)OC(NCCCCCC(=O)N1C(CC(C1)O)CO)=O ([6-(4-Hydroxy-2-hydroxymethyl-pyrrolidin-1-yl)-6-oxo-hexyl]-carbamic acid benzyl ester). As a reaction SMILES: [BH4-].[Li+].C[O:4][C:5]([CH:7]1[CH2:11][CH:10]([OH:12])[CH2:9][N:8]1[C:13](=[O:30])[CH2:14][CH2:15][CH2:16][CH2:17][CH2:18][NH:19][C:20]([O:22][CH2:23][C:24]1[CH:29]=[CH:28][CH:27]=[CH:26][CH:25]=1)=[O:21])=O>O1CCCC1.CO.C(Cl)(Cl)Cl>[CH2:23]([O:22][C:20](=[O:21])[NH:19][CH2:18][CH2:17][CH2:16][CH2:15][CH2:14][C:13]([N:8]1[CH2:9][CH:10]([OH:12])[CH2:11][CH:7]1[CH2:5][OH:4])=[O:30])[C:24]1[CH:25]=[CH:26][CH:27]=[CH:28][CH:29]=1 |f:0.1,4.5|. Procedure: To the solution of lithium borohydride (1.34 g) in anhydrous tetrahydrofuran (50 mL) was added a solution of methyl ester 2a in THF (50 mL) over a period of 30 mins at 0° C. After the addition the reaction mixture was brought to room temperature and stiired further under argon. The completion of the reaction was ascertained by TLC after 4 h. (Rf=0.4 in 10% MeOH/CHCl3). The reaction mixture was evaporated to dryness and cooled to 0° C. To the residue 3N HCl (100 mL) was added slowly. After stirri... The product is CC(c1ccccc1)n1cncc1C(N)=O. Reaction SMILES: [CH3:20][CH2:21][OH:22].[NH3:1].[OH2:2].[SH:3][c:4]1[n:5]([CH:12]([CH3:13])[c:14]2[cH:15][cH:16][cH:17][cH:18][cH:19]2)[c:6]([C:9](=[O:10])[NH2:11])[cH:7][n:8]1>>[cH:4]1[n:5]([CH:12]([CH3:13])[c:14]2[cH:15][cH:16][cH:17][cH:18][cH:19]2)[c:6]([C:9](=[O:10])[NH2:11])[cH:7][n:8]1. The reactants are CCO, N, O, CC(c1ccccc1)n1c(C(N)=O)cnc1S. Product: OCCc1c(Br)cc(Br)c2cccnc12. RXN SMILES: [Br:14][CH2:15][CH2:16][OH:17].[Br:1][c:2]1[c:3]2[cH:4][cH:5][cH:6][n:7][c:8]2[c:9]([OH:13])[c:10]([Br:12])[cH:11]1.[CH3:18][N:19]([CH3:20])[CH:21]=[O:22].[OH2:23]>>[Br:1][c:2]1[c:3]2[cH:4][cH:5][cH:6][n:7][c:8]2[c:9]([CH2:15][CH2:16][OH:17])[c:10]([Br:12])[cH:11]1. Reactants: OCCBr, Oc1c(Br)cc(Br)c2cccnc12, CN(C)C=O, O. The reactants are Cl (HCl), ClC1=C(OCCN(CC)CC)C=CC(=C1)[N+](=O)[O-] ([2-(2-chloro-4-nitro-phenoxy)-ethyl]-diethyl-amine), C([O-])(O)=O.[Na+] (sodium bicarbonate). Reagents/catalysts: [Fe] (iron). Solvent: CCO (EtOH), CCO (EtOH). Reaction conditions: time 30 minute. Product: ClC=1C=C(C=CC1OCCN(CC)CC)N (3-chloro-4-(2-diethylamino-ethoxy)-phenylamine). As a reaction SMILES: Cl.[Cl:2][C:3]1[CH:16]=[C:15]([N+:17]([O-])=O)[CH:14]=[CH:13][C:4]=1[O:5][CH2:6][CH2:7][N:8]([CH2:11][CH3:12])[CH2:9][CH3:10].C(=O)(O)[O-].[Na+]>CCO.[Fe]>[Cl:2][C:3]1[CH:16]=[C:15]([NH2:17])[CH:14]=[CH:13][C:4]=1[O:5][CH2:6][CH2:7][N:8]([CH2:11][CH3:12])[CH2:9][CH3:10] |f:2.3|. Procedure details: A solution of 100 mL of conc. aqueous HCl in 100 mL EtOH was added dropwise to a suspension of 20.00 g (358 mmol) of iron powder and 20 g (73.33 mmol) of [2-(2-chloro-4-nitro-phenoxy)-ethyl]-diethyl-amine in 200 mL EtOH, while the temperature was kept below 20° C. by cooling with ice. The reaction mixture was stirred for 30 minutes, neutralised with 10% aqueous sodium bicarbonate solution and was exhaustively extracted with EtOAc. The combined org. extracts were dried over magnesium sulphate and... Starting materials: C1(CCCCC1)C(=O)O (cyclohexane carboxylic acid), C(=O)(O)C1=C(SC(=C1C)C1=CC=CC=C1)NC(=O)C1CCCCC1 (N-(3-carboxy-methyl-5-phenyl-2-thienyl)-cyclohexane carboxamide), [Li]I.O.O (LiI.2H2O), ( a ). Solvent: N1=C(C=C(C=C1C)C)C (collidine). Product: C1(=CC=CC=C1)C1=CC=C(S1)NC(=O)C1CCCCC1 (N-(5-Phenyl-2-thienyl)cyclohexane carboxamide). As a reaction SMILES: C([C:4]1[C:8](C)=[C:7]([C:10]2[CH:15]=[CH:14][CH:13]=[CH:12][CH:11]=2)[S:6][C:5]=1[NH:16][C:17]([CH:19]1[CH2:24][CH2:23][CH2:22][CH2:21][CH2:20]1)=[O:18])(O)=O.[Li]I.O.O.C1(C(O)=O)CCCCC1>N1C(C)=CC(C)=CC=1C>[C:10]1([C:7]2[S:6][C:5]([NH:16][C:17]([CH:19]3[CH2:20][CH2:21][CH2:22][CH2:23][CH2:24]3)=[O:18])=[CH:4][CH:8]=2)[CH:11]=[CH:12][CH:13]=[CH:14][CH:15]=1 |f:1.2.3|. Procedure: This compound (m.p. 174° C.) was prepared from N-(3-carboxy-methyl-5-phenyl-2-thienyl)-cyclohexane carboxamide (31.1 g, 0.1 mole) and LiI.2H2O (48.1 g, 0.32 mole) by refluxing in collidine (125 ml.) according to the procedure of Example 53 (a). This compound was also prepared according to the procedure of Example 53(b), using cyclohexane carboxylic acid as the acylating agent. The products of the two processes were spectrally identical and had a melting point of 175° C. Starting materials: Brc1cccnc1, O=C([O-])[O-], C1COCCO1, O=C(c1cccc(C(F)(F)F)c1Cl)N1CCn2cnnc2C1, [Cs+], [Cs+], CC(=O)[O-], CC(=O)[O-], O, [Pd+2]. Product: O=C(c1cccc(C(F)(F)F)c1Cl)N1CCn2c(nnc2-c2cccnc2)C1. RXN SMILES: [Br:23][c:24]1[cH:25][n:26][cH:27][cH:28][cH:29]1.[C:30](=[O:31])([O-:32])[O-:33].[CH2:37]1[O:38][CH2:39][CH2:40][O:41][CH2:42]1.[Cl:1][c:2]1[c:3]([C:12](=[O:13])[N:14]2[CH2:15][c:16]3[n:17]([cH:20][n:21][n:22]3)[CH2:18][CH2:19]2)[cH:4][cH:5][cH:6][c:7]1[C:8]([F:9])([F:10])[F:11].[Cs+:34].[Cs+:35].[O-:44][C:45]([CH3:46])=[O:47].[O-:48][C:49]([CH3:50])=[O:51].[OH2:36].[Pd+2:43]>>[Cl:1][c:2]1[c:3]([C:12](=[O:13])[N:14]2[CH2:15][c:16]3[n:17]([c:20](-[c:24]4[cH:25][n:26][cH:27][cH:28][cH:29]4)[n:21][n:22]3)[CH2:18][CH2:19]2)[cH:4][cH:5][cH:6][c:7]1[C:8]([F:9])([F:10])[F:11]. Starting materials: C1(=CC=CC=C1)CC(C(=O)OCC)(C(C)(C)C)CC(=O)O (3-phenyl-2-t-butylcarboxymethylpropionic acid, ethyl ester), [OH-].[K+] (potassium hydroxide). Solvent: C(C)O (ethanol), O (water). Run at time 3 hour. The product is C1(=CC=CC=C1)CC(C(=O)O)(C(C)(C)C)CC(=O)O (3-phenyl-2-t-butylcarboxymethylpropionic acid). Isolated yield 80.9%. As a reaction SMILES: [C:1]1([CH2:7][C:8]([CH2:18][C:19]([OH:21])=[O:20])([C:14]([CH3:17])([CH3:16])[CH3:15])[C:9]([O:11]CC)=[O:10])[CH:6]=[CH:5][CH:4]=[CH:3][CH:2]=1.[OH-].[K+]>C(O)C.O>[C:1]1([CH2:7][C:8]([CH2:18][C:19]([OH:21])=[O:20])([C:14]([CH3:15])([CH3:16])[CH3:17])[C:9]([OH:11])=[O:10])[CH:2]=[CH:3][CH:4]=[CH:5][CH:6]=1 |f:1.2|. Reported procedure: Dissolve 3-phenyl-2-t-butylcarboxymethylpropionic acid, ethyl ester (2.68 g, 9.17 mmol) in ethanol (95%, 60 mL) and water (30 mL). Treat with potassium hydroxide (2.94 g, 52 mmol). Stir at room temperature for 3 hours. Add water (75 mL) and extract with ethyl ether (2×50 mL). Extract the combined ethereal phases with water (75 mL) and acidify the combined aqueous phases with aqueous 1M tartaric acid (pH 2-3). Extract with ethyl acetate (2×125 mL), dry (Na2SO4) and evaporate the solvent in vacuo.... Starting materials: CS(=O)(=O)O.OCCCN1C(NC2=C1C=CC=C2)=O (1,3-dihydro-1-(3-hydroxypropyl)-2H-benzimidazol-2-one methanesulfonate), FC1=CC=C(C=C1)C(N1CCNCC1)C1=CC=C(C=C1)F (1-[bis(p-fluorophenyl)methyl]piperazine), C([O-])([O-])=O.[Na+].[Na+] (sodium carbonate), CC(CC(C)=O)C (4-methyl-2-pentanone). Yields the product FC1=CC=C(C=C1)C(N1CCN(CC1)CCCN1C(NC2=C1C=CC=C2)=O)C2=CC=C(C=C2)F (1-[3-{4-[bis(4-fluorophenyl)methyl]-1-piperazinyl}propyl]-1,3-dihydro-2H-benzimidazol-2-one). Procedure: A mixture of 2.7 parts of 1,3-dihydro-1-(3-hydroxypropyl)-2H-benzimidazol-2-one methanesulfonate, 2.88 parts of 1-[bis(p-fluorophenyl)methyl]piperazine, 2.66 parts of sodium carbonate and 100 parts of 4-methyl-2-pentanone is stirred and refluxed overnight. After cooling, water is added and the layers are separated. The organic phase is dried, filtered and evaporated. The residue is purified by column-chromatography over silica gel using a mixture of trichloromethane and 5% of methanol as eluent.... RXN SMILES: CS(O)(=O)=O.O[CH2:7][CH2:8][CH2:9][N:10]1[C:14]2[CH:15]=[CH:16][CH:17]=[CH:18][C:13]=2[NH:12][C:11]1=[O:19].[F:20][C:21]1[CH:26]=[CH:25][C:24]([CH:27]([C:34]2[CH:39]=[CH:38][C:37]([F:40])=[CH:36][CH:35]=2)[N:28]2[CH2:33][CH2:32][NH:31][CH2:30][CH2:29]2)=[CH:23][CH:22]=1.C(=O)([O-])[O-].[Na+].[Na+].CC(C)CC(=O)C>O>[F:40][C:37]1[CH:36]=[CH:35][C:34]([CH:27]([C:24]2[CH:25]=[CH:26][C:21]([F:20])=[CH:22][CH:23]=2)[N:28]2[CH2:29][CH2:30][N:31]([CH2:7][CH2:8][CH2:9][N:10]3[C:14]4[CH:15]=[CH:16][CH:17]=[CH:18][C:13]=4[NH:12][C:11]3=[O:19])[CH2:32][CH2:33]2)=[CH:39][CH:38]=1 |f:0.1,3.4.5|. Solvent: O (water).